Dataset: the Open Reaction Database (ORD), a public repository of structured organic reaction records. Task: describe an organic reaction: reactants, conditions, products, and yield Reactants: C1(C(CCC1)=NO)=O (1,2-cyclopentanedione-2-oxime), C1(CC(CCC1)=O)=O (1,3-cyclohexanedione), 5-g. Reagents/catalysts: [Zn] (zinc). Solvent: C(C)(=O)O (acetic acid). The product is C1CCC2NC3CC=CC(C3=C21)=O (Hexahydro-4H-Cyclopent[b]Indol-8(8H)-One). RXN SMILES: [C:1]1(=O)[CH2:5][CH2:4][CH2:3][C:2]1=[N:6]O.[C:9]1(=O)[CH2:14][CH2:13][CH2:12][C:11](=[O:15])[CH2:10]1>C(O)(=O)C.[Zn]>[CH2:5]1[C:1]2[CH:2]([NH:6][CH:13]3[C:12]=2[C:11](=[O:15])[CH:10]=[CH:9][CH2:14]3)[CH2:3][CH2:4]1. Reported procedure: To a mechanically stirred solution of 1,2-cyclopentanedione-2-oxime (25.0 g, 0.22 mol) and 1,3-cyclohexanedione (25.0 g, 0.22 mol) in 70% acetic acid (250 mL) was added zinc dust (43.0 g, 0.66 g-atom) in about 5-g portions (moderately exothermic) over a 30 minute period. After the addition, the mixture was heated to reflux for 2 hours and was then cooled to room temperature. The solution was decanted from excess zinc and poured into ice water (250 mL). The mixture was extracted with dichlorometh... The reactants are ClC1=CC=C2C(=CN(C2=C1)CC(=O)O)C(=O)N1CCC(CC1)C1=C(C=CC=C1)C(F)(F)F ({6-chloro-3-[4-(2-trifluoromethyl-phenyl)-piperidine-1-carbonyl]-indol-1-yl}-acetic acid), C(C)(C)(C)OC(NCCN)=O ((2-amino-ethyl)-carbamic acid tert-butyl ester), Cl (HCl). The product is Cl.NCCNC(CN1C=C(C2=CC=C(C=C12)Cl)C(=O)N1CCC(CC1)C1=C(C=CC=C1)C(F)(F)F)=O (N-(2-Amino-ethyl)-2-{6-chloro-3-[4-(2-trifluoromethyl-phenyl)-piperidine-1-carbonyl]-indol-1-yl}-acetamide hydrochloride). RXN SMILES: [Cl:1][C:2]1[CH:10]=[C:9]2[C:5]([C:6]([C:15]([N:17]3[CH2:22][CH2:21][CH:20]([C:23]4[CH:28]=[CH:27][CH:26]=[CH:25][C:24]=4[C:29]([F:32])([F:31])[F:30])[CH2:19][CH2:18]3)=[O:16])=[CH:7][N:8]2[CH2:11][C:12]([OH:14])=O)=[CH:4][CH:3]=1.C(OC(=O)[NH:39][CH2:40][CH2:41][NH2:42])(C)(C)C.Cl>>[ClH:1].[NH2:39][CH2:40][CH2:41][NH:42][C:12](=[O:14])[CH2:11][N:8]1[C:9]2[C:5](=[CH:4][CH:3]=[C:2]([Cl:1])[CH:10]=2)[C:6]([C:15]([N:17]2[CH2:18][CH2:19][CH:20]([C:23]3[CH:28]=[CH:27][CH:26]=[CH:25][C:24]=3[C:29]([F:31])([F:30])[F:32])[CH2:21][CH2:22]2)=[O:16])=[CH:7]1 |f:3.4|. Procedure: Analogous to general procedure I, the coupling of {6-chloro-3-[4-(2-trifluoromethyl-phenyl)-piperidine-1-carbonyl]-indol-1-yl}-acetic acid (prepared herein) with (commercially available) (2-amino-ethyl)-carbamic acid tert-butyl ester gave, after treatment with HCl, the title compound. Starting materials: ClC1=CC=C(C=N1)O (6-chloropyridin-3-ol), BrC(C(=O)OCC)(C)C (ethyl 2-bromo-2-methylpropanoate), CO3. Conditions: time 48 hour. Product: ClC1=CC=C(C=N1)OC(C(=O)OCC)(C)C (ethyl 2-(6-chloropyridin-3-yloxy)-2-methylpropanoate). The yield is 67.9%. RXN SMILES: [Cl:1][C:2]1[N:7]=[CH:6][C:5]([OH:8])=[CH:4][CH:3]=1.Br[C:10]([CH3:17])([CH3:16])[C:11]([O:13][CH2:14][CH3:15])=[O:12]>>[Cl:1][C:2]1[N:7]=[CH:6][C:5]([O:8][C:10]([CH3:17])([CH3:16])[C:11]([O:13][CH2:14][CH3:15])=[O:12])=[CH:4][CH:3]=1. Procedure: To a solution of 6-chloropyridin-3-ol (40 g, 309 mmol, Eq: 1.00) and ethyl 2-bromo-2-methylpropanoate (63.2 g, 48.1 ml, 324 mmol, Eq: 1.05) in 300 ml of CH3 CN was added Cs2 CO3 (216 g, 664 mmol, 309 mmol, Eq: 2.15) and the resulting reaction mixture was stirred under argon atmosphere for 48 h. The reaction mixture was filtered and the filtercake was washed well with EtOAc. The combined filtrate and washes were diluted with water (300 ml) and shaken and the organic phase was collected. The aqueo...